Dataset: the Open Reaction Database (ORD), a public repository of structured organic reaction records. Task: describe an organic reaction: reactants, conditions, products, and yield Starting materials: C1(=CC=CC=C1)C=1C=CC2=C(C=C(O2)CO)C1 ((5-phenyl-benzofuran-2-yl)-methanol), Cl.C(C)OC(=O)C1=C(C=NC=C1)N (ethyl-3-aminopyridine-4-carboxylate hydrochloride), N1=CC=CC=C1 (pyridine), C(=O)(Cl)Cl (phosgene). The reagents and catalysts are CN(C)C=1C=CN=CC1 (DMAP). Solvent: C1(=CC=CC=C1)C (toluene), C1(=CC=CC=C1)C (toluene). Reaction conditions: temperature 90 celsius. Yields the product C(C)OC(C1=C(C=NC=C1)NC(=O)OCC=1OC2=C(C1)C=C(C=C2)C2=CC=CC=C2)=O (3-(5-phenyl-benzofuran-2-ylmethoxycarbonylamino)-isonicotinic acid ethyl ester). As a reaction SMILES: Cl.[CH2:2]([O:4][C:5]([C:7]1[CH:12]=[CH:11][N:10]=[CH:9][C:8]=1[NH2:13])=[O:6])[CH3:3].N1C=CC=CC=1.[C:20](Cl)(Cl)=[O:21].[C:24]1([C:30]2[CH:31]=[CH:32][C:33]3[O:37][C:36]([CH2:38][OH:39])=[CH:35][C:34]=3[CH:40]=2)[CH:29]=[CH:28][CH:27]=[CH:26][CH:25]=1>C1(C)C=CC=CC=1.CN(C1C=CN=CC=1)C>[CH2:2]([O:4][C:5](=[O:6])[C:7]1[CH:12]=[CH:11][N:10]=[CH:9][C:8]=1[NH:13][C:20]([O:39][CH2:38][C:36]1[O:37][C:33]2[CH:32]=[CH:31][C:30]([C:24]3[CH:25]=[CH:26][CH:27]=[CH:28][CH:29]=3)=[CH:40][C:34]=2[CH:35]=1)=[O:21])[CH3:3] |f:0.1|. Procedure: To a solution of ethyl-3-aminopyridine-4-carboxylate hydrochloride (1.0 g, 4.93 mmol) and pyridine (1.2 ml, 14.8 mmol) in toluene (10 ml) at room temperature under argon was added 20% phosgene in toluene (3.7 ml, 7.15 mmol) and the mixture was heated at 90° C. for 1 h. The mixture was filtered, and the filtrate was concentrated to dryness. The crude material was dissolved in toluene (10 ml), (5-phenyl-benzofuran-2-yl)-methanol (0.922 g, 4.11 mmol) and DMAP (0.05 g, 0.411 mmol) were added and the... Starting materials: COC(=O)NN, CC(=O)O, CCO, CCCC(C#N)c1ccc(Cl)cc1Cl, ClC(Cl)Cl, [H][H]. The product is CCCC(C=NNC(=O)OC)c1ccc(Cl)cc1Cl. As a reaction SMILES: [CH3:15][O:16][C:17](=[O:18])[NH:19][NH2:20].[CH3:21][C:22](=[O:23])[OH:24].[CH3:27][CH2:28][OH:29].[Cl:1][c:2]1[c:3]([CH:9]([C:10]#[N:11])[CH2:12][CH2:13][CH3:14])[cH:4][cH:5][c:6]([Cl:8])[cH:7]1.[Cl:30][CH:31]([Cl:32])[Cl:33].[H:25][H:26]>>[Cl:1][c:2]1[c:3]([CH:9]([CH:10]=[N:11][NH:19][C:17]([O:16][CH3:15])=[O:18])[CH2:12][CH2:13][CH3:14])[cH:4][cH:5][c:6]([Cl:8])[cH:7]1. Starting materials: Cc1ccc(N2CCN(C(=O)c3ccc(I)cc3)CC2)c(C)c1, O=C1NCCO1. Yields the product Cc1ccc(N2CCN(C(=O)c3ccc(N4CCOC4=O)cc3)CC2)c(C)c1. RXN SMILES: [CH3:1][c:2]1[c:3]([N:9]2[CH2:10][CH2:11][N:12]([C:15](=[O:16])[c:17]3[cH:18][cH:19][c:20]([I:23])[cH:21][cH:22]3)[CH2:13][CH2:14]2)[cH:4][cH:5][c:6]([CH3:8])[cH:7]1.[O:24]1[C:25](=[O:29])[NH:26][CH2:27][CH2:28]1>>[CH3:1][c:2]1[c:3]([N:9]2[CH2:10][CH2:11][N:12]([C:15](=[O:16])[c:17]3[cH:18][cH:19][c:20]([N:26]4[C:25](=[O:29])[O:24][CH2:28][CH2:27]4)[cH:21][cH:22]3)[CH2:13][CH2:14]2)[cH:4][cH:5][c:6]([CH3:8])[cH:7]1. Reactants: CN(C(C(=S)OCC)=CC=C(C(=O)OCC)C1=CC=CC=C1)C (diethyl 2-dimethylamino-5-phenylthio-2,4-hexadienedioate), CC[O-].[Na+] (sodium ethylate), C1=C(C=CC2=CC=CC=C12)SCC(=O)OCC (ethyl (2-naphthylthio)acetate), F[B-](F)(F)F.CN(C(=CC=[N+](C)C)C(=O)OCC)C (N-(3-dimethylamino-3-ethoxycarbonylpropenylidene)-N-methylmethanaminium tetrafluoroborate), ethanolic solution. RXN SMILES: CN(C)C(=CC=C(C1C=CC=CC=1)C(OCC)=O)C(OCC)=S.F[B-](F)(F)F.[CH3:29][N:30]([CH3:42])[C:31]([C:37]([O:39][CH2:40][CH3:41])=[O:38])=[CH:32][CH:33]=[N+](C)C.CC[O-].[Na+].[CH:47]1[C:56]2[C:51](=[CH:52][CH:53]=[CH:54][CH:55]=2)[CH:50]=[CH:49][C:48]=1[S:57][CH2:58][C:59]([O:61][CH2:62][CH3:63])=[O:60]>C(O)C>[CH3:29][N:30]([CH3:42])[C:31](=[CH:32][CH:33]=[C:58]([S:57][C:48]1[CH:49]=[CH:50][C:51]2[C:56](=[CH:55][CH:54]=[CH:53][CH:52]=2)[CH:47]=1)[C:59]([O:61][CH2:62][CH3:63])=[O:60])[C:37]([O:39][CH2:40][CH3:41])=[O:38] |f:1.2,3.4|. Yield: 82.3%. Product: CN(C(C(=O)OCC)=CC=C(C(=O)OCC)SC1=CC2=CC=CC=C2C=C1)C (diethyl 2-dimethylamino-5-(2-naphthylthio)-2,4-hexadienedioate). Reported procedure: The procedure is as in Example 2 for the preparation of diethyl 2-dimethylamino-5-phenylthio-2,4-hexadienedioate, starting with N-(3-dimethylamino-3-ethoxycarbonylpropenylidene)-N-methylmethanaminium tetrafluoroborate (10 g), a 2M ethanolic solution of sodium ethylate (21 cc) and ethyl (2-naphthylthio)acetate (12.9 g) in ethanol (100 cc). After purification by chromatography on a silica column with a mixture of cyclohexane and ethyl acetate (50:50 by volume) as eluent, diethyl 2-dimethylamino-5-... Solvent: C(C)O (ethanol). Reactants: [NH4+].[Cl-] (NH4Cl), C(C)(C)(C)OC(N(C)[C@@H]1CC[C@H](CC1)C=C(Br)Br)=O (trans-[4-(2,2-Dibromo-vinyl)-cyclohexyl]-methyl-carbamic acid tert-butyl ester), [Li]CCCC (BuLi), CN1CCCN(C1=O)C (DMPU), BrCCOC1OCCCC1 (2-(2-bromoethoxy)tetrahydro-2H-pyran). Run in C1CCOC1 (THF). Run at time 2 hour. Product: C(C)(C)(C)OC(N([C@@H]1CC[C@H](CC1)C#CCCOC1OCCCC1)C)=O (trans-Methyl-{4-[4-(tetrahydro-pyran-2-yloxy)-but-1-ynyl]-cyclohexyl}-carbamic acid tert-butyl ester). As a reaction SMILES: [C:1]([O:5][C:6](=[O:19])[N:7]([C@H:9]1[CH2:14][CH2:13][C@H:12]([CH:15]=[C:16](Br)Br)[CH2:11][CH2:10]1)[CH3:8])([CH3:4])([CH3:3])[CH3:2].[Li]CCCC.CN1C(=O)N(C)CCC1.Br[CH2:35][CH2:36][O:37][CH:38]1[CH2:43][CH2:42][CH2:41][CH2:40][O:39]1.[NH4+].[Cl-]>C1COCC1>[C:1]([O:5][C:6](=[O:19])[N:7]([CH3:8])[C@H:9]1[CH2:14][CH2:13][C@H:12]([C:15]#[C:16][CH2:35][CH2:36][O:37][CH:38]2[CH2:43][CH2:42][CH2:41][CH2:40][O:39]2)[CH2:11][CH2:10]1)([CH3:4])([CH3:3])[CH3:2] |f:4.5|. Procedure: A solution of 10.0 g (25.2 mmol) of trans-[4-(2,2-Dibromo-vinyl)-cyclohexyl]-methyl-carbamic acid tert-butyl ester in 400 ml THF was treated at −78° C. with 33.0 ml (68.3 mmol) of BuLi (ca 1.6 M in hexane) and stirred for 2 h, then 27.8 ml (230.4 mmol) of DMPU were added and 10 min later 19.0 ml (125.9 mmol) of 2-(2-bromoethoxy)tetrahydro-2H-pyran dissolved in 20 ml were dropped in during 20 min. The reaction was warmed up to RT and stirred over night (approx. 16 h). An aqueous solution of satur... The product is Cc1nn(-c2ccccc2Cl)cc1CO. Reaction SMILES: [Al+3:19].[Cl:1][c:2]1[c:3](-[n:8]2[n:9][c:10]([CH3:17])[c:11]([C:13](=[O:14])[O:15][CH3:16])[cH:12]2)[cH:4][cH:5][cH:6][cH:7]1.[H-:18].[H-:21].[H-:22].[H-:23].[Li+:20].[O:24]1[CH2:25][CH2:26][CH2:27][CH2:28]1>>[Cl:1][c:2]1[c:3](-[n:8]2[n:9][c:10]([CH3:17])[c:11]([CH2:13][OH:14])[cH:12]2)[cH:4][cH:5][cH:6][cH:7]1. The reactants are [Al+3], COC(=O)c1cn(-c2ccccc2Cl)nc1C, [H-], [H-], [H-], [H-], [Li+], C1CCOC1.